This data is from the Open Reaction Database (ORD), a public repository of structured organic reaction records. The task is: describe an organic reaction: reactants, conditions, products, and yield Starting materials: COC=1SC=CC1 (2-methoxythiophene), C(CCCCC)O (n-hexanol), OS(=O)(=O)[O-].[Na+] (NaHSO4). The solvent is C1(=CC=CC=C1)C (toluene). Product: C(CCCCC)OC=1SC=CC1 (2-Hexyloxythiophene). The yield is 65.0%. Reaction SMILES: [CH3:1][O:2][C:3]1[S:4][CH:5]=[CH:6][CH:7]=1.OS([O-])(=O)=O.[Na+].[CH2:14](O)[CH2:15][CH2:16][CH2:17][CH2:18]C>C1(C)C=CC=CC=1>[CH2:1]([O:2][C:3]1[S:4][CH:5]=[CH:6][CH:7]=1)[CH2:14][CH2:15][CH2:16][CH2:17][CH3:18] |f:1.2|. Procedure details: 15 cm3 of 2-methoxythiophene were dissolved in 40 cm3 of n-hexanol and 30 cm3 of toluene, 1 g of NaHSO4 was added, and the mixture was refluxed for several hours. After distilling off 6 cm3 of an azeotrope of methanol and toluene, the residue was washed with sodium carbonate solution, dried and fractionated. 18 g of 2-hexyloxythiophene of b.p. 66° C./0.26 mbar were distilled off, 96% pure. Yield 65% of theory. The reactants are NC1=CC=C2C(=N1)C(=CN2)C2CCN(CC2)C (5-amino-3-(1-methylpiperidin-4-yl)pyrrolo[3,2-b]pyridine), IC1=CC=C(C(=O)Cl)C=C1 (4-iodobenzoyl chloride). The product is IC1=CC=C(C(=O)NC2=CC=C3C(=N2)C(=CN3)C3CCN(CC3)C)C=C1 (5-(N-[4-iodobenzoyl]amino)-3-(1-methylpiperidin-4-yl)pyrrolo[3,2-b]pyridine). Yield: 19.5%. RXN SMILES: [NH2:1][C:2]1[N:7]=[C:6]2[C:8]([CH:11]3[CH2:16][CH2:15][N:14]([CH3:17])[CH2:13][CH2:12]3)=[CH:9][NH:10][C:5]2=[CH:4][CH:3]=1.[I:18][C:19]1[CH:27]=[CH:26][C:22]([C:23](Cl)=[O:24])=[CH:21][CH:20]=1>>[I:18][C:19]1[CH:27]=[CH:26][C:22]([C:23]([NH:1][C:2]2[N:7]=[C:6]3[C:8]([CH:11]4[CH2:16][CH2:15][N:14]([CH3:17])[CH2:13][CH2:12]4)=[CH:9][NH:10][C:5]3=[CH:4][CH:3]=2)=[O:24])=[CH:21][CH:20]=1. Procedure details: Beginning with 0.090 gm (0.39 mMol) 5-amino-3-(1-methylpiperidin-4-yl)pyrrolo[3,2-b]pyridine and 0.157 gm (0.59 mMol) 4-iodobenzoyl chloride, 0.035 gm (19%) of the title compound was recovered as a crystalline solid by the procedure described in Example 4.